Dataset: the Open Reaction Database (ORD), a public repository of structured organic reaction records. Task: describe an organic reaction: reactants, conditions, products, and yield The reactants are BrCc1ccccc1, O=C(O)c1cn(C2CC2)c2cc(N3CCC(COc4ccc(N5CC(CO)OC5=O)cc4F)CC3)c(F)cc2c1=O, [K+], [K+], O=C([O-])[O-], CN(C)C=O. The product is O=C(OCc1ccccc1)c1cn(C2CC2)c2cc(N3CCC(COc4ccc(N5CC(CO)OC5=O)cc4F)CC3)c(F)cc2c1=O. RXN SMILES: [CH2:48]([c:49]1[cH:50][cH:51][cH:52][cH:53][cH:54]1)[Br:55].[CH:1]1([n:4]2[cH:5][c:6]([C:39](=[O:40])[OH:41])[c:7](=[O:38])[c:8]3[cH:9][c:10]([F:37])[c:11]([N:14]4[CH2:15][CH2:16][CH:17]([CH2:20][O:21][c:22]5[c:23]([F:36])[cH:24][c:25]([N:28]6[C:29](=[O:35])[O:30][CH:31]([CH2:33][OH:34])[CH2:32]6)[cH:26][cH:27]5)[CH2:18][CH2:19]4)[cH:12][c:13]23)[CH2:2][CH2:3]1.[K+:42].[K+:43].[O-:44][C:45]([O-:46])=[O:47].[O:56]=[CH:57][N:58]([CH3:59])[CH3:60]>>[CH:1]1([n:4]2[cH:5][c:6]([C:39]([O:40][CH2:48][c:49]3[cH:50][cH:51][cH:52][cH:53][cH:54]3)=[O:41])[c:7](=[O:38])[c:8]3[cH:9][c:10]([F:37])[c:11]([N:14]4[CH2:15][CH2:16][CH:17]([CH2:20][O:21][c:22]5[c:23]([F:36])[cH:24][c:25]([N:28]6[C:29](=[O:35])[O:30][CH:31]([CH2:33][OH:34])[CH2:32]6)[cH:26][cH:27]5)[CH2:18][CH2:19]4)[cH:12][c:13]23)[CH2:2][CH2:3]1.